The task is: describe an organic reaction: reactants, conditions, products, and yield. This data is from the Open Reaction Database (ORD), a public repository of structured organic reaction records. The yield is 72.0%. Reported procedure: The synthesis of intermediate 1n is performed starting with 3-hydroxymethyl-1-BOC-pyrrolidine following the operating mode described for the synthesis of 1a (white solid, total yield 72%). TLC silica gel 60 F 254 Merck, CH2Cl2-MeOH—AcOH: 90:9:1, Rf=0.10 The product is Cl.FC(C1=C(OC2CCNCC2)C=CC=C1)(F)F (4-(2-Trifluoromethyl-phenoxy)-piperidine hydrochloride). The reactants are Cl.ClC1=C(OCC2CNCC2)C=C(C=C1)C(F)(F)F (3-(2-Chloro-5-trifluoromethyl-phenoxymethyl)-pyrrolidine hydrochloride), OCC1CN(CC1)C(=O)OC(C)(C)C (3-hydroxymethyl-1-BOC-pyrrolidine). Reaction SMILES: Cl.[Cl:2][C:3]1[CH:15]=[CH:14][C:13]([C:16]([F:19])([F:18])[F:17])=[CH:12][C:4]=1OCC1CCNC1.[OH:20][CH2:21][CH:22]1[CH2:26][CH2:25][N:24](C(OC(C)(C)C)=O)[CH2:23]1>>[ClH:2].[F:17][C:16]([F:19])([F:18])[C:13]1[CH:14]=[CH:15][CH:3]=[CH:4][C:12]=1[O:20][CH:21]1[CH2:22][CH2:23][NH:24][CH2:25][CH2:26]1 |f:0.1,3.4|. Reactants: CCO, O=[PH2]Cc1ccc([N+](=O)[O-])cc1. Yields the product Nc1ccc(C[PH2]=O)cc1. As a reaction SMILES: [CH3:13][CH2:14][OH:15].[N+:1]([O-:2])(=[O:3])[c:4]1[cH:5][cH:6][c:7]([CH2:8][PH2:9]=[O:10])[cH:11][cH:12]1>>[NH2:1][c:4]1[cH:5][cH:6][c:7]([CH2:8][PH2:9]=[O:10])[cH:11][cH:12]1. Reactants: C(C1=CC=CC=C1)OC(=O)NC(C(=O)OC)CC1=CC=C(C=C1)OS(=O)(=O)C(F)(F)F (methyl 2-{[(benzyloxy)carbonyl]amino}-3-(4-{[(trifluoromethyl)sulfonyl]oxy}phenyl)propanoate), C(C)(=O)OCC (Ethyl acetate), C(=O)([O-])[O-].[K+].[K+] (K2CO3), C(=O)(O)[O-].[Na+] (NaHCO3). The reagents and catalysts are CC(=O)[O-].CC(=O)[O-].[Pd+2] (Pd(OAc)2), C1(=CC=CC=C1)P([C-]1C=CC=C1)C1=CC=CC=C1.[C-]1(C=CC=C1)P(C1=CC=CC=C1)C1=CC=CC=C1.[Fe+2] (1,1′-Bis(diphenylphosphino)ferrocene). The solvent is CN(C)C=O (DMF). Reaction conditions: temperature 60 celsius. Yields the product C(C1=CC=CC=C1)OC(=O)NC(C(=O)OC)CC1=CC=C(C=C1)CO (methyl 2-{[(benzyloxy)carbonyl]amino}-3-[4-(hydroxymethyl)phenyl]propanoate). Isolated yield 62.1%. RXN SMILES: [CH2:1]([O:8][C:9]([NH:11][CH:12]([CH2:17][C:18]1[CH:23]=[CH:22][C:21](OS(C(F)(F)F)(=O)=O)=[CH:20][CH:19]=1)[C:13]([O:15][CH3:16])=[O:14])=[O:10])[C:2]1[CH:7]=[CH:6][CH:5]=[CH:4][CH:3]=1.[C:32]([O-])([O-])=[O:33].[K+].[K+].C([O-])(O)=O.[Na+].C(OCC)(=O)C>CN(C=O)C.CC([O-])=O.CC([O-])=O.[Pd+2].C1(P(C2C=CC=CC=2)[C-]2C=CC=C2)C=CC=CC=1.[C-]1(P(C2C=CC=CC=2)C2C=CC=CC=2)C=CC=C1.[Fe+2]>[CH2:1]([O:8][C:9]([NH:11][CH:12]([CH2:17][C:18]1[CH:23]=[CH:22][C:21]([CH2:32][OH:33])=[CH:20][CH:19]=1)[C:13]([O:15][CH3:16])=[O:14])=[O:10])[C:2]1[CH:7]=[CH:6][CH:5]=[CH:4][CH:3]=1 |f:1.2.3,4.5,8.9.10,11.12.13|. Reported procedure: Compound 11 (7.70 g, 16.70 mmol, 1 eq), Pd(OAc)2 (378 mg, 1.68 mmol, 0.1 eq) and 1,1′-Bis(diphenylphosphino)ferrocene (dppf) (1.86 g, 3.34 mmol, 0.2 eq) were dissolved in dry DMF (40 mL). K2CO3 (11.54 g, 83.5 mmol, 5 eq) was then added to the reaction mixture and CO gas was bubbled through for 15 min. The reaction mixture was then heated at 60° C. for 8 h under a CO balloon. The reaction mixture was then cooled and partitioned between ethyl acetate and saturated NHCO3. The aqueous layer was acid... Reactants: NCCCCN1C(=NC=2C(=NC=3C=CC=CC3C21)N)C (1-(4-aminobutyl)-2-methyl-1H-imidazo[4,5-c]quinolin-4-amine), CS(=O)(=O)Cl (methanesulfonyl chloride). The product is NC1=NC=2C=CC=CC2C2=C1N=C(N2CCCCNS(=O)(=O)C)C (N-[4-(4-amino-2-methyl-1H-imidazo[4,5-c]quinolin-1-yl)butyl]methanesulfonamide). The yield is 12.4%. RXN SMILES: [NH2:1][CH2:2][CH2:3][CH2:4][CH2:5][N:6]1[C:18]2[C:17]3[CH:16]=[CH:15][CH:14]=[CH:13][C:12]=3[N:11]=[C:10]([NH2:19])[C:9]=2[N:8]=[C:7]1[CH3:20].[CH3:21][S:22](Cl)(=[O:24])=[O:23]>>[NH2:19][C:10]1[C:9]2[N:8]=[C:7]([CH3:20])[N:6]([CH2:5][CH2:4][CH2:3][CH2:2][NH:1][S:22]([CH3:21])(=[O:24])=[O:23])[C:18]=2[C:17]2[CH:16]=[CH:15][CH:14]=[CH:13][C:12]=2[N:11]=1. Procedure: Using the general method of Example 232, 1-(4-aminobutyl)-2-methyl-1H-imidazo[4,5-c]quinolin-4-amine (1.00 g, 3.7 mmol) was reacted with methanesulfonyl chloride (0.46 mL, 5.9 mmol) to provide 0.16 g of N-[4-(4-amino-2-methyl-1H-imidazo[4,5-c]quinolin-1-yl)butyl]methanesulfonamide as an off white solid, m.p. 229.4-230.5° C. Analysis: Calculated for C16H21N5O2S.0.25 H2O: % C, 54.60; % H, 6.16; % N, 19.90; Found: % C, 54.80; % H, 6.24; % N, 19.58. Starting materials: [BH4-].[Na+] (sodium borohydride), S1C(=NC2=C1C=CC=C2)C(=O)C2CCN(CC2)CCC2=CC=C(C=C2)OC ([2-benzothiazolyl][1-[2-(4-methoxyphenyl)ethyl]-4-piperidinyl]methanone), [BH4-].[Na+] (sodium borohydride). Solvent: CO (methanol). Reaction conditions: temperature 0 celsius. The product is COC1=CC=C(C=C1)CCN1CCC(CC1)C(O)C=1SC2=C(N1)C=CC=C2 (α-[1-[2-(4-Methoxyphenyl)ethyl]-4-piperidinyl]-2-benzothiazolemethanol). Reaction SMILES: [S:1]1[C:5]2[CH:6]=[CH:7][CH:8]=[CH:9][C:4]=2[N:3]=[C:2]1[C:10]([CH:12]1[CH2:17][CH2:16][N:15]([CH2:18][CH2:19][C:20]2[CH:25]=[CH:24][C:23]([O:26][CH3:27])=[CH:22][CH:21]=2)[CH2:14][CH2:13]1)=[O:11].[BH4-].[Na+]>CO>[CH3:27][O:26][C:23]1[CH:24]=[CH:25][C:20]([CH2:19][CH2:18][N:15]2[CH2:14][CH2:13][CH:12]([CH:10]([C:2]3[S:1][C:5]4[CH:6]=[CH:7][CH:8]=[CH:9][C:4]=4[N:3]=3)[OH:11])[CH2:17][CH2:16]2)=[CH:21][CH:22]=1 |f:1.2|. Reported procedure: Dissolve [2-benzothiazolyl][1-[2-(4-methoxyphenyl)ethyl]-4-piperidinyl]methanone (3.0 g, 7.88 mmol) in methanol (150 mL) and cool to 0° C. Add sodium borohydride (597 mg, 15.77 mmol) and stir for 1.5 hours, adding additional sodium borohydride after 30 minutes. Evaporate the solvent in vacuo and partition the residue between water and methylene chloride. Separate the organic phase, wash with saturated sodium chloride, dry (MgSO4) and evaporate the solvent in vacuo. Purify by recrystallization (e... Starting materials: CCOC(C)=O, Cc1cc(C=O)ncc1[N+](=O)[O-], ClCCl. Product: Cc1cc(C2OCCO2)ncc1[N+](=O)[O-]. Reaction SMILES: [CH3:16][CH2:17][O:18][C:19]([CH3:20])=[O:21].[CH3:1][c:2]1[cH:3][c:4]([CH:11]=[O:12])[n:5][cH:6][c:7]1[N+:8](=[O:9])[O-:10].[Cl:13][CH2:14][Cl:15]>>[CH3:1][c:2]1[cH:3][c:4]([CH:11]2[O:12][CH2:16][CH2:17][O:18]2)[n:5][cH:6][c:7]1[N+:8](=[O:9])[O-:10]. Starting materials: C(C)(=O)C1=C(C(=C(OCCCCCCC(=O)O)C=C1)CCC)O (7-(4-Acetyl-3-hydroxy-2-propylphenoxy)heptanoic acid), N1=CC(=CC=C1)CCCCN (3-pyridine butanamine). Yields the product C(C)(=O)C1=C(C(=C(OCCCCCCC(=O)NCCCCC=2C=NC=CC2)C=C1)CCC)O (7(4-acetyl-3-hydroxy-2-propylphenoxy)-N-[4-(3-pyridinyl)butyl]heptanamide). As a reaction SMILES: [C:1]([C:4]1[CH:19]=[CH:18][C:7]([O:8][CH2:9][CH2:10][CH2:11][CH2:12][CH2:13][CH2:14][C:15]([OH:17])=O)=[C:6]([CH2:20][CH2:21][CH3:22])[C:5]=1[OH:23])(=[O:3])[CH3:2].[N:24]1[CH:29]=[CH:28][CH:27]=[C:26]([CH2:30][CH2:31][CH2:32][CH2:33][NH2:34])[CH:25]=1>>[C:1]([C:4]1[CH:19]=[CH:18][C:7]([O:8][CH2:9][CH2:10][CH2:11][CH2:12][CH2:13][CH2:14][C:15]([NH:34][CH2:33][CH2:32][CH2:31][CH2:30][C:26]2[CH:25]=[N:24][CH:29]=[CH:28][CH:27]=2)=[O:17])=[C:6]([CH2:20][CH2:21][CH3:22])[C:5]=1[OH:23])(=[O:3])[CH3:2]. Procedure: 7-(4-Acetyl-3-hydroxy-2-propylphenoxy)heptanoic acid was allowed to react with 3-pyridine butanamine according to procedure A and the product was purified by chromatography on silica gel to give 7(4-acetyl-3-hydroxy-2-propylphenoxy)-N-[4-(3-pyridinyl)butyl]heptanamide, the title compound, mp 57°-59° (from acetone-hexane) in 75% yield.